Dataset: the Open Reaction Database (ORD), a public repository of structured organic reaction records. Task: describe an organic reaction: reactants, conditions, products, and yield Starting materials: C(C1=CC=CC=C1)(=O)Cl (benzoyl chloride), C=CC1=CC=CC=C1 (styrene), C(CCC)N(CCCC)CCCC (tri-n-butylamine). The reagents and catalysts are C(C)(=O)[O-].[Pd+2].C(C)(=O)[O-] (palladium acetate). Run in CC=1C=CC(=CC1)C (p-xylene). Conditions: temperature 120 celsius. Product: C1(=CC=CC=C1)C=CC1=CC=CC=C1 (stilbene). The yield is 89.0%. Reaction SMILES: [C:1](Cl)(=O)[C:2]1[CH:7]=[CH:6][CH:5]=[CH:4][CH:3]=1.C=[CH:11][C:12]1[CH:17]=[CH:16][CH:15]=[CH:14][CH:13]=1.C(N(CCCC)CCCC)CCC>C([O-])(=O)C.[Pd+2].C([O-])(=O)C.CC1C=CC(C)=CC=1>[C:2]1([CH:1]=[CH:11][C:12]2[CH:17]=[CH:16][CH:15]=[CH:14][CH:13]=2)[CH:7]=[CH:6][CH:5]=[CH:4][CH:3]=1 |f:3.4.5|. Procedure: 7.05 g (0.05 mol) of benzoyl chloride, 6.5 g (0.0625 mol) of styrene, 8.65 g (0.05 mol) of tri-n-butylamine, 0.1122 g (0.0005 mol) of palladium acetate and 100 ml of p-xylene are introduced into a 250 ml flask and heated to 120° C., with stirring. A slight evolution of gas is observed. After the mixture has been stirred for 2 hours at 120° C., it is cooled and extracted by shaking with 2×25 ml portions of 2 N hydrochloric acid, and the organic phase is dried with magnesium sulfate. The p-xylene ... The product is Cc1cnc(C(=O)c2cn(-c3cccc(-c4c(F)ccnc4F)c3)cn2)s1. The reactants are CON(C)C(=O)c1cn(-c2cccc(-c3c(F)ccnc3F)c2)cn1, Cc1cncs1. Reaction SMILES: [CH3:1][O:2][N:3]([C:4](=[O:5])[c:6]1[n:7][cH:8][n:9](-[c:11]2[cH:12][c:13](-[c:17]3[c:18]([F:24])[n:19][cH:20][cH:21][c:22]3[F:23])[cH:14][cH:15][cH:16]2)[cH:10]1)[CH3:25].[CH3:26][c:27]1[cH:28][n:29][cH:30][s:31]1>>[C:4](=[O:5])([c:6]1[n:7][cH:8][n:9](-[c:11]2[cH:12][c:13](-[c:17]3[c:18]([F:24])[n:19][cH:20][cH:21][c:22]3[F:23])[cH:14][cH:15][cH:16]2)[cH:10]1)[c:30]1[n:29][cH:28][c:27]([CH3:26])[s:31]1. Starting materials: Cl.NO (Hydroxylamine hydrochloride), C(=O)([O-])[O-].[Na+].[Na+] (Na2CO3), C(C)(C)(C)OC(NC1=CC(=CC=C1)C#N)=O ((3-cyano-phenyl)-carbamic acid tert-butyl ester). Solvent: O (water), CO (methanol). Product: C(C)(C)(C)OC(NC1=CC(=CC=C1)C(NO)=N)=O ([3-(N-hydroxycarbamimidoyl)-phenyl]-carbamic acid tert-butyl ester). As a reaction SMILES: Cl.[NH2:2][OH:3].C([O-])([O-])=O.[Na+].[Na+].[C:10]([O:14][C:15](=[O:25])[NH:16][C:17]1[CH:22]=[CH:21][CH:20]=[C:19]([C:23]#[N:24])[CH:18]=1)([CH3:13])([CH3:12])[CH3:11]>O.CO>[C:10]([O:14][C:15](=[O:25])[NH:16][C:17]1[CH:22]=[CH:21][CH:20]=[C:19]([C:23](=[NH:24])[NH:2][OH:3])[CH:18]=1)([CH3:13])([CH3:11])[CH3:12] |f:0.1,2.3.4|. Procedure: Hydroxylamine hydrochloride (179 mg, 2.60 mmol) and Na2CO3 (138 mg, 1.30 mmol) was dissolved in 1 mL water. A solution of (3-cyano-phenyl)-carbamic acid tert-butyl ester (560 mg, 2.60 mmol) in 10 mL of methanol was added and the combined solution was stirred at reflux overnight. The solvent was removed and the resulting precipitate was extracted with water and ethyl acetate to yield [3-(N-hydroxycarbamimidoyl)-phenyl]-carbamic acid tert-butyl ester which was used without further purification. Reactants: [B-](F)(F)(F)F.N#[O+] (nitrosyl tetrafluoroborate), ClC1=CC=C(C=C1)C(CC)C1(CC1)C(=O)OC(C)(C)C (tert-butyl 1-[1-(4-chlorophenyl)propyl]cyclopropanecarboxylate), O (water). Run in ClCCl (dichloromethane). Run at temperature 0 celsius, time 4 hour. The product is ClC1=C(C=C(C=C1)C(CC)C1(CC1)C(=O)O)[N+](=O)[O-] (1-[1-(4-Chloro-3-nitrophenyl)propyl]cyclopropanecarboxylic acid). Reaction SMILES: [Cl:1][C:2]1[CH:7]=[CH:6][C:5]([CH:8]([C:11]2([C:14]([O:16]C(C)(C)C)=[O:15])[CH2:13][CH2:12]2)[CH2:9][CH3:10])=[CH:4][CH:3]=1.[B-](F)(F)(F)F.[N:26]#[O+:27].[OH2:28]>ClCCl>[Cl:1][C:2]1[CH:7]=[CH:6][C:5]([CH:8]([C:11]2([C:14]([OH:16])=[O:15])[CH2:13][CH2:12]2)[CH2:9][CH3:10])=[CH:4][C:3]=1[N+:26]([O-:28])=[O:27] |f:1.2|. Reported procedure: 262 mg (0.89 mmol) of tert-butyl 1-[1-(4-chlorophenyl)propyl]cyclopropanecarboxylate were dissolved in 8 ml of dichloromethane, the mixture was cooled to 0° C. and 284 mg (2.14 mmol) of nitrosyl tetrafluoroborate were added a little at a time. The reaction solution was then stirred at a temperature between −10° C. and 0° C. for four hours. The reaction mixture was then added to water and extracted three times with dichloromethane. The combined organic phases were dried over magnesium sulphate an... Starting materials: C(C)O (ethanol), ClC1=CC=C(C=C1)CC(=O)O (p-chlorophenylacetic acid), S(=O)(Cl)Cl (thionyl chloride), BrBr (bromine). Reported procedure: By the method of E. Schwenk and D. Papa, J. A. C. S. 70, 3626 (1948), incorporated herein by reference, 86.8 g (0.509 mole) of p-chlorophenylacetic acid was treated with 100 ml of thionyl chloride. Subsequent reaction with 83.2 g (0.52 mole) of bromine followed by 100 ml of ethanol produced 78.9 g of ethyl alphabromo-(4-chlorophenyl)acetate as an oil. RXN SMILES: [Cl:1][C:2]1[CH:7]=[CH:6][C:5]([CH2:8][C:9]([OH:11])=[O:10])=[CH:4][CH:3]=1.S(Cl)(Cl)=O.[Br:16]Br.[CH2:18](O)[CH3:19]>>[Br:16][CH:8]([C:5]1[CH:4]=[CH:3][C:2]([Cl:1])=[CH:7][CH:6]=1)[C:9]([O:11][CH2:18][CH3:19])=[O:10]. Yields the product BrC(C(=O)OCC)C1=CC=C(C=C1)Cl (ethyl alphabromo-(4-chlorophenyl)acetate). Reactants: COC(=O)C1CCCC=2C=C(C=NC12)C (Methyl-3-methyl-5,6,7,8-tetrahydroquinoline-8 -carboxylate), [OH-].[Na+] (sodium hydroxide). Run at time 4 hour. Yields the product CC=1C=NC=2CCCCC2C1 (3-methyl-5,6,7,8-tetrahydroquinoline). As a reaction SMILES: COC([CH:5]1[C:14]2[N:13]=[CH:12][C:11]([CH3:15])=[CH:10][C:9]=2[CH2:8][CH2:7][CH2:6]1)=O.[OH-].[Na+]>>[CH3:15][C:11]1[CH:12]=[N:13][C:14]2[CH2:5][CH2:6][CH2:7][CH2:8][C:9]=2[CH:10]=1 |f:1.2|. Procedure: A solution of 15% n-butyl lithium in hexane (51 ml. ca. 0.12 m) was added portionwise to a solution of 3-methyl-5,6,7,8-tetrahydroquinoline (14.7 g., 0.1 m) in ether (100 ml.) and the mixture allowed to stand at room temperature for 1 hour and then added dropwise to a cooled, stirred solution of methylchloroformate (9.45 g., 0.1 m) in ether (100 ml.). The mixture was stirred at 50° C for 1 hour. The reaction mixture was diluted with water (20 ml.) and then treated with 2N HCl until acidic. The e... Starting materials: CN(C)C=O, Cl, [K+], O=[N+]([O-])c1cc(C(F)(F)F)cc([N+](=O)[O-])c1Cl, Nc1ncc(Cl)cc1Cl, [OH-]. Product: O=[N+]([O-])c1cc(C(F)(F)F)cc([N+](=O)[O-])c1Nc1ncc(Cl)cc1Cl. As a reaction SMILES: [CH3:30][N:31]([CH3:32])[CH:33]=[O:34].[ClH:29].[K+:11].[N+:12](=[O:13])([O-:14])[c:15]1[c:16]([Cl:28])[c:17]([N+:25](=[O:26])[O-:27])[cH:18][c:19]([C:21]([F:22])([F:23])[F:24])[cH:20]1.[NH2:1][c:2]1[n:3][cH:4][c:5]([Cl:9])[cH:6][c:7]1[Cl:8].[OH-:10]>>[NH:1]([c:2]1[n:3][cH:4][c:5]([Cl:9])[cH:6][c:7]1[Cl:8])[c:16]1[c:15]([N+:12](=[O:13])[O-:14])[cH:20][c:19]([C:21]([F:22])([F:23])[F:24])[cH:18][c:17]1[N+:25](=[O:26])[O-:27]. The reactants are CCCCC(C)CC(C=CC1CCC(OC(C)=O)C1CCCCCC([Se]c1ccccc1)C(=O)OC)OC1CCCCO1, O=C([O-])[O-], CO, CCOC(C)=O, [K+], [K+]. Product: CCCCC(C)CC(C=CC1CCC(O)C1CCCCCC([Se]c1ccccc1)C(=O)OC)OC1CCCCO1. As a reaction SMILES: [C:1](=[O:2])([CH3:3])[O:4][CH:5]1[CH:6]([CH2:27][CH2:28][CH2:29][CH2:30][CH2:31][CH:32]([C:33](=[O:34])[O:35][CH3:36])[Se:37][c:38]2[cH:39][cH:40][cH:41][cH:42][cH:43]2)[CH:7]([CH:10]=[CH:11][CH:12]([CH2:13][CH:14]([CH2:15][CH2:16][CH2:17][CH3:18])[CH3:19])[O:20][CH:21]2[O:22][CH2:23][CH2:24][CH2:25][CH2:26]2)[CH2:8][CH2:9]1.[C:44](=[O:45])([O-:46])[O-:47].[CH3:50][OH:51].[CH3:52][CH2:53][O:54][C:55](=[O:56])[CH3:57].[K+:48].[K+:49]>>[OH:4][CH:5]1[CH:6]([CH2:27][CH2:28][CH2:29][CH2:30][CH2:31][CH:32]([C:33](=[O:34])[O:35][CH3:36])[Se:37][c:38]2[cH:39][cH:40][cH:41][cH:42][cH:43]2)[CH:7]([CH:10]=[CH:11][CH:12]([CH2:13][CH:14]([CH2:15][CH2:16][CH2:17][CH3:18])[CH3:19])[O:20][CH:21]2[O:22][CH2:23][CH2:24][CH2:25][CH2:26]2)[CH2:8][CH2:9]1. Reactants: FC(C)(F)C=1C=C(C#N)C=CC1 (3-(1,1-difluoroethyl)benzonitrile), [OH-].[Na+] (sodium hydroxide), O (water), Cl (hydrochloric acid). Conditions: temperature 100 celsius, time 5 hour. Yields the product FC(C)(F)C=1C=C(C(=O)O)C=CC1 (3-(1,1-difluoroethyl)benzoic acid). Yield: 90.0%. As a reaction SMILES: [F:1][C:2]([C:5]1[CH:6]=[C:7]([CH:10]=[CH:11][CH:12]=1)[C:8]#N)([F:4])[CH3:3].[OH-:13].[Na+].Cl.[OH2:16]>>[F:1][C:2]([C:5]1[CH:6]=[C:7]([CH:10]=[CH:11][CH:12]=1)[C:8]([OH:16])=[O:13])([F:4])[CH3:3] |f:1.2|. Procedure details: To a suspension (100 ml) of 3-(1,1-difluoroethyl)benzonitrile (5.10 g, 30.5 mmol) in water was added sodium hydroxide (3.05 g, 76.25 mmol), and the mixture was stirred at 100° C. for 5 hrs. After completion of the reaction, the reaction solution was acidified with 6N hydrochloric acid and extracted with ethyl acetate. The organic layer was washed with saturated brine, dried over anhydrous magnesium sulfate, filtered and concentrated under reduced pressure to give 3-(1,1-difluoroethyl)benzoic aci...